From a dataset of the Open Reaction Database (ORD), a public repository of structured organic reaction records. describe an organic reaction: reactants, conditions, products, and yield The reactants are C(C)(C)(C)OC(NC1=C(C=C(C=C1)I)[N+](=O)[O-])=O ((4-Iodo-2-nitro-phenyl)-carbamic acid tert.-butyl ester), COC1=CC=C(C=C1)B(O)O (4-methoxyphenylboronic acid). Product: C(C)(C)(C)OC(NC1=C(C=C(C=C1)C1=CC=C(C=C1)OC)[N+](=O)[O-])=O ((4′-Methoxy-3-nitro-biphenyl-4-yl)-carbamic acid tert.-butyl ester). As a reaction SMILES: [C:1]([O:5][C:6](=[O:18])[NH:7][C:8]1[CH:13]=[CH:12][C:11](I)=[CH:10][C:9]=1[N+:15]([O-:17])=[O:16])([CH3:4])([CH3:3])[CH3:2].[CH3:19][O:20][C:21]1[CH:26]=[CH:25][C:24](B(O)O)=[CH:23][CH:22]=1>>[C:1]([O:5][C:6](=[O:18])[NH:7][C:8]1[CH:13]=[CH:12][C:11]([C:24]2[CH:25]=[CH:26][C:21]([O:20][CH3:19])=[CH:22][CH:23]=2)=[CH:10][C:9]=1[N+:15]([O-:17])=[O:16])([CH3:4])([CH3:3])[CH3:2]. Procedure details: Prepared from (4-iodo-2-nitro-phenyl)-carbamic acid tert.-butyl ester (Example A1) and 4-methoxyphenylboronic acid according to the general procedure B. Obtained as a yellow solid (637 mg). Starting materials: COc1ccc(O)c2ncccc12, ClCCl, O=S(=O)(OS(=O)(=O)C(F)(F)F)C(F)(F)F, c1ccncc1. The product is COc1ccc(OS(=O)(=O)C(F)(F)F)c2ncccc12. As a reaction SMILES: [CH3:16][O:17][c:18]1[c:19]2[cH:20][cH:21][cH:22][n:23][c:24]2[c:25]([OH:28])[cH:26][cH:27]1.[Cl:35][CH2:36][Cl:37].[F:1][C:2]([F:3])([F:4])[S:5](=[O:6])(=[O:7])[O:8][S:9]([C:10]([F:11])([F:12])[F:13])(=[O:14])=[O:15].[cH:29]1[cH:30][cH:31][n:32][cH:33][cH:34]1>>[F:1][C:2]([F:3])([F:4])[S:5](=[O:6])(=[O:7])[O:8][c:25]1[c:24]2[c:19]([c:18]([O:17][CH3:16])[cH:27][cH:26]1)[cH:20][cH:21][cH:22][n:23]2. Starting materials: C(=O)N1CCOCC1 (N-formylmorpholine), P(O)(O)O (phosphorous acid), P(Cl)(Cl)Cl (phosphorus trichloride). The solvent is O (water). Yields the product O1CCN(CC1)C(P(O)(=O)O)P(O)(=O)O (morpholinomethanediphosphonic acid). Yield: 35.0%. As a reaction SMILES: [CH:1]([N:3]1[CH2:8][CH2:7][O:6][CH2:5][CH2:4]1)=O.[P:9]([OH:12])([OH:11])[OH:10].P(Cl)(Cl)Cl>O>[O:6]1[CH2:7][CH2:8][N:3]([CH:1]([P:9]([OH:12])(=[O:10])[OH:11])[P:9]([OH:12])(=[O:11])[OH:10])[CH2:4][CH2:5]1. Procedure details: 115 parts of N-formylmorpholine and 82 parts of phosphorous acid were mixed and reacted with 137 parts of phosphorus trichloride. The reaction mixture was then treated with about 5000 parts of water, and the solution was filtered and concentrated. The precipitate obtained was isolated and recrystallized from water/acetone. After drying, a yield of 35% of morpholinomethanediphosphonic acid was obtained. The reactants are OC1=CC=C(C=C1)/C=C/C=1C=C2C=NNC(C2=CC1)=O (Trans-6-[2-(4-Hydroxyphenyl)ethenyl]-1(2H)-phthalazinone). Run in CN(C)C=O (DMF), CN(C)C=O (DMF). Conditions: temperature 45 celsius, time 2 hour. Product: OC1=CC=C(C=C1)\C=C/C=1C=C2C=NNC(C2=CC1)=O (Cis-6-[2-(4-Hydroxyphenyl)ethenyl]-1(2H)-phthalazinone). Reaction SMILES: [OH:1][C:2]1[CH:7]=[CH:6][C:5](/[CH:8]=[CH:9]/[C:10]2[CH:11]=[C:12]3[C:17](=[CH:18][CH:19]=2)[C:16](=[O:20])[NH:15][N:14]=[CH:13]3)=[CH:4][CH:3]=1>CN(C=O)C>[OH:1][C:2]1[CH:3]=[CH:4][C:5](/[CH:8]=[CH:9]\[C:10]2[CH:11]=[C:12]3[C:17](=[CH:18][CH:19]=2)[C:16](=[O:20])[NH:15][N:14]=[CH:13]3)=[CH:6][CH:7]=1. Procedure: Trans-6-[2-(4-Hydroxyphenyl)ethenyl]-1(2H)-phthalazinone (12.4 gm) (produced in Example 2) was dissolved in 415 ml DMF by warming to 45° C. The solution was cooled back to 20° C. and diluted with an additional 200 ml DMF. The slightly cloudy solution was clarified by filtration, and the clear solution was irradiated in a soft glass container with 254 nm ultraviolet light for about 24 hours. The resulting solution was added with stirring to 6 L. water and allowed to settle for about 2 hours. The ... The reactants are CCCCCCCCCC[N+](C)(C)CCCCCCCCCC, CC(=O)[O-], CCO, [Cl-], [K+]. Yields the product CCCCCCCCCC[N+](C)(C)CCCCCCCCCC, CC(=O)[O-]. RXN SMILES: [CH2:7]([CH2:8][CH2:9][CH2:10][CH2:11][CH2:12][CH2:13][CH2:14][CH2:15][CH3:16])[N+:17]([CH3:18])([CH3:19])[CH2:20][CH2:21][CH2:22][CH2:23][CH2:24][CH2:25][CH2:26][CH2:27][CH2:28][CH3:29].[CH3:2][C:3]([O-:4])=[O:5].[CH3:30][CH2:31][OH:32].[Cl-:6].[K+:1]>>[CH2:7]([CH2:8][CH2:9][CH2:10][CH2:11][CH2:12][CH2:13][CH2:14][CH2:15][CH3:16])[N+:17]([CH3:18])([CH3:19])[CH2:20][CH2:21][CH2:22][CH2:23][CH2:24][CH2:25][CH2:26][CH2:27][CH2:28][CH3:29].[CH3:2][C:3](=[O:4])[O-:5]. Starting materials: CCC(C)COc1ccc(-c2ccccc2C(=O)O)cc1C#N, C1CCOC1, OO. Yields the product CCC(C)COc1ccc(O)cc1C#N. RXN SMILES: [C:1](#[N:2])[c:3]1[cH:4][c:5](-[c:15]2[cH:16][cH:17][cH:18][cH:19][c:20]2[C:21]([OH:22])=[O:23])[cH:6][cH:7][c:8]1[O:9][CH2:10][CH:11]([CH2:12][CH3:13])[CH3:14].[CH2:26]1[O:27][CH2:28][CH2:29][CH2:30]1.[OH:24][OH:25]>>[C:1](#[N:2])[c:3]1[cH:4][c:5]([OH:24])[cH:6][cH:7][c:8]1[O:9][CH2:10][CH:11]([CH2:12][CH3:13])[CH3:14]. The reactants are C(C1=CC=CC=C1)OC=1N=NC(=CC1OCC1=CC=CC=C1)CC1=CC=C(C=C1)F (3,4-bis(benzyloxy)-6-[(4-fluorophenyl)methyl]pyridazine), C(C1=CC=CC=C1)OC=1N=NC(=CC1OCC1=CC=CC=C1)Cl (3,4-bis(benzyloxy)-6-chloropyridazine), [Cl-].CC1=CC=C(C[Zn+])C=C1 ((4-methylbenzyl)zinc(II) chloride), C(C1=CC=CC=C1)OC=1N=NC(=CC1OCC1=CC=CC=C1)CC1=CC=C(C=C1)F (3,4-bis(benzyloxy)-6-[(4-fluorophenyl)methyl]pyridazine), C(C1=CC=CC=C1)OC=1N=NC(=CC1OCC1=CC=CC=C1)Cl (3,4-bis(benzyloxy)-6-chloropyridazine). The product is C(C1=CC=CC=C1)OC=1N=NC(=CC1OCC1=CC=CC=C1)CC1=CC=C(C=C1)C (3,4-bis(Benzyloxy)-6-[(4-methylphenyl)methyl]pyridazine). Yield: 45.0%. RXN SMILES: [CH2:1]([O:8][C:9]1[N:10]=[N:11][C:12]([CH2:23][C:24]2[CH:29]=[CH:28][C:27](F)=[CH:26][CH:25]=2)=[CH:13][C:14]=1[O:15][CH2:16][C:17]1[CH:22]=[CH:21][CH:20]=[CH:19][CH:18]=1)[C:2]1[CH:7]=[CH:6][CH:5]=[CH:4][CH:3]=1.[CH2:31](OC1N=NC(Cl)=CC=1OCC1C=CC=CC=1)C1C=CC=CC=1.[Cl-].CC1C=CC(C[Zn+])=CC=1>>[CH2:1]([O:8][C:9]1[N:10]=[N:11][C:12]([CH2:23][C:24]2[CH:29]=[CH:28][C:27]([CH3:31])=[CH:26][CH:25]=2)=[CH:13][C:14]=1[O:15][CH2:16][C:17]1[CH:22]=[CH:21][CH:20]=[CH:19][CH:18]=1)[C:2]1[CH:7]=[CH:6][CH:5]=[CH:4][CH:3]=1 |f:2.3|. Procedure: Prepared as described for 3,4-bis(benzyloxy)-6-[(4-fluorophenyl)methyl]pyridazine (Intermediate 51) from 3,4-bis(benzyloxy)-6-chloropyridazine (Intermediate 1) and (4-methylbenzyl)zinc(II) chloride in 45% yield.